Dataset: the Open Reaction Database (ORD), a public repository of structured organic reaction records. Task: describe an organic reaction: reactants, conditions, products, and yield The reactants are [N+](=O)(O)[O-].C(C)OC(=O)C=1C=C(C=CC1)NC(=N)N (3-ethoxycarbonyl-phenyl-guanidine nitrate), CN(C=CC(=O)C1=CC(=NC=C1)Cl)C (3-dimethylamino-1-(2-chloro4-pyridyl)-2-propen-1-one), [OH-].[Na+] (sodium hydroxide). Solvent: C(C(C)C)O (isobutanol). The product is C(C)OC(=O)C=1C=C(C=CC1)NC1=NC=CC(=N1)C1=CC(=NC=C1)Cl (N-[3-ethoxycarbonyl-phenyl]-4-(2-chloro4-pyridyl)-2-pyrimidineamine). Reaction SMILES: [N+]([O-])(O)=O.[CH2:5]([O:7][C:8]([C:10]1[CH:11]=[C:12]([NH:16][C:17]([NH2:19])=[NH:18])[CH:13]=[CH:14][CH:15]=1)=[O:9])[CH3:6].CN(C)[CH:22]=[CH:23][C:24]([C:26]1[CH:31]=[CH:30][N:29]=[C:28]([Cl:32])[CH:27]=1)=O.[OH-].[Na+]>C(O)C(C)C>[CH2:5]([O:7][C:8]([C:10]1[CH:11]=[C:12]([NH:16][C:17]2[N:19]=[C:24]([C:26]3[CH:31]=[CH:30][N:29]=[C:28]([Cl:32])[CH:27]=3)[CH:23]=[CH:22][N:18]=2)[CH:13]=[CH:14][CH:15]=1)=[O:9])[CH3:6] |f:0.1,3.4|. Procedure details: 14.5 g (53.7 mmol) of 3-ethoxycarbonyl-phenyl-guanidine nitrate, 11.3 g (53.7 mmol) of 3-dimethylamino-1-(2-chloro4-pyridyl)-2-propen-1-one and 2.4 g (60 mmol) of sodium hydroxide are stirred in 150 ml of isobutanol for 14 hours at 110°. After cooling, washing twice with 100 ml of ethanol each time and crystallising (tetra-hydrofuran/ethanol), N-[3-ethoxycarbonyl-phenyl]-4-(2-chloro4-pyridyl)-2-pyrimidineamine is obtained; m.p. 149°-150°, FAB-MS: 355 (M+ +H). Reactants: CC(C)(C)OC(=O)c1cc(Oc2ccc(S(C)(=O)=O)cc2)c2c(c1)OC(CO)C2, C1CCOC1, CI, [H-], [Na+]. Product: COCC1Cc2c(Oc3ccc(S(C)(=O)=O)cc3)cc(C(=O)OC(C)(C)C)cc2O1. As a reaction SMILES: [C:3]([CH3:4])([CH3:5])([CH3:6])[O:7][C:8](=[O:9])[c:10]1[cH:11][c:12]2[c:13]([c:19]([O:21][c:22]3[cH:23][cH:24][c:25]([S:28](=[O:29])(=[O:30])[CH3:31])[cH:26][cH:27]3)[cH:20]1)[CH2:14][CH:15]([CH2:17][OH:18])[O:16]2.[CH2:34]1[O:35][CH2:36][CH2:37][CH2:38]1.[CH3:32][I:33].[H-:2].[Na+:1]>>[C:3]([CH3:4])([CH3:5])([CH3:6])[O:7][C:8](=[O:9])[c:10]1[cH:11][c:12]2[c:13]([c:19]([O:21][c:22]3[cH:23][cH:24][c:25]([S:28](=[O:29])(=[O:30])[CH3:31])[cH:26][cH:27]3)[cH:20]1)[CH2:14][CH:15]([CH2:17][O:18][CH3:32])[O:16]2. Starting materials: CN1CCC(CC1)=O (1-methyl-4-piperidone), solution, C(CCC)[Li] (n-butyllithium), BrC=1C=C(C=CC1)C(F)(F)F (3-bromobenzotrifluoride), O (Water). Solvent: O1CCCC1 (tetrahydrofuran), CCCCCC (hexane), O1CCCC1 (tetrahydrofuran), C(Cl)Cl (methylene chloride). Conditions: time 15 minute. Yields the product CN1CCC(CC1)(O)C1=CC(=CC=C1)C(F)(F)F (1-methyl-4-(3'-trifluoromethylphenyl)-4 -piperidinol). RXN SMILES: C([Li])CCC.Br[C:7]1[CH:8]=[C:9]([C:13]([F:16])([F:15])[F:14])[CH:10]=[CH:11][CH:12]=1.[CH3:17][N:18]1[CH2:23][CH2:22][C:21](=[O:24])[CH2:20][CH2:19]1.O>CCCCCC.O1CCCC1.C(Cl)Cl>[CH3:17][N:18]1[CH2:23][CH2:22][C:21]([C:7]2[CH:12]=[CH:11][CH:10]=[C:9]([C:13]([F:16])([F:15])[F:14])[CH:8]=2)([OH:24])[CH2:20][CH2:19]1. Procedure details: A 1.5M solution of n-butyllithium in hexane (150 mL) was added under nitrogen at -70° to a stirred solution of 50 mg of 3-bromobenzotrifluoride in 300 mL of tetrahydrofuran. The mixture was stirred at -70° for 15 min and then allowed to warm to -20°. A solution of 30 g of freshly distilled 1-methyl-4-piperidone in 50 mL of tetrahydrofuran was added slowly, keeping the temperature at -20°. The mixture was then stirred at 0° for 0.5 h, and at room temperature for 3 h. Water and methylene chloride ... Starting materials: C([O-])([O-])=O.[Li+].[Li+] (lithium carbonate), C[C@@H]1NCC[C@@]1(O)CCC ((2S,3S)-2-methyl-3-propylpyrrolidin-3-ol), FC1=C(C#N)C(=CC(=C1)F)F (2,4,6-trifluorobenzonitrile). Yields the product FC1=C(C#N)C(=CC(=C1)N1[C@H]([C@@](CC1)(CCC)O)C)F (2,6-difluoro-4-[(2S,3S)-3-hydroxy-2-methyl-3-propylpyrrolidin-1-yl]benzonitrile), oil. The yield is 63.0%. Reaction SMILES: [CH3:1][C@H:2]1[C@@:6]([CH2:8][CH2:9][CH3:10])([OH:7])[CH2:5][CH2:4][NH:3]1.[F:11][C:12]1[CH:19]=[C:18](F)[CH:17]=[C:16]([F:21])[C:13]=1[C:14]#[N:15].C(=O)([O-])[O-].[Li+].[Li+]>>[F:11][C:12]1[CH:19]=[C:18]([N:3]2[CH2:4][CH2:5][C@@:6]([OH:7])([CH2:8][CH2:9][CH3:10])[C@@H:2]2[CH3:1])[CH:17]=[C:16]([F:21])[C:13]=1[C:14]#[N:15] |f:2.3.4|. Procedure details: By an operation in the same manner as in Example 1 and using (2S,3S)-2-methyl-3-propylpyrrolidin-3-ol 0.5 oxalate (250 mg), 2,4,6-trifluorobenzonitrile (414 mg) and lithium carbonate (195 mg), the title compound was obtained as colorless oil (yield: 233 mg, yield: 63%). Starting materials: Cc1nc(OCC(=O)N(C)C2CCNCC2)nc(C)c1NC(=O)OC(C)(C)C, Fc1ccc(CBr)cc1. The product is Cc1nc(OCC(=O)N(C)C2CCN(Cc3ccc(F)cc3)CC2)nc(C)c1NC(=O)OC(C)(C)C. As a reaction SMILES: [CH3:1][c:2]1[n:3][c:4]([O:17][CH2:18][C:19](=[O:20])[N:21]([CH:22]2[CH2:23][CH2:24][NH:25][CH2:26][CH2:27]2)[CH3:28])[n:5][c:6]([CH3:16])[c:7]1[NH:8][C:9]([O:10][C:11]([CH3:12])([CH3:13])[CH3:14])=[O:15].[F:29][c:30]1[cH:31][cH:32][c:33]([CH2:34][Br:35])[cH:36][cH:37]1>>[CH3:1][c:2]1[n:3][c:4]([O:17][CH2:18][C:19](=[O:20])[N:21]([CH:22]2[CH2:23][CH2:24][N:25]([CH2:34][c:33]3[cH:32][cH:31][c:30]([F:29])[cH:37][cH:36]3)[CH2:26][CH2:27]2)[CH3:28])[n:5][c:6]([CH3:16])[c:7]1[NH:8][C:9]([O:10][C:11]([CH3:12])([CH3:13])[CH3:14])=[O:15]. The reactants are Cc1ccc(C(=O)Nc2cccc(N3CCOCC3)c2)cc1NC(=O)c1cccc(OC2CCN(C(=O)OC(C)(C)C)C2)c1, ClCCl, O=C(O)C(F)(F)F. Product: Cc1ccc(C(=O)Nc2cccc(N3CCOCC3)c2)cc1NC(=O)c1cccc(OC2CCNC2)c1. RXN SMILES: [C:8]([O:9][C:10](=[O:11])[N:15]1[CH2:16][CH:17]([O:20][c:21]2[cH:22][c:23]([C:24](=[O:25])[NH:26][c:27]3[cH:28][c:29]([C:30](=[O:31])[NH:32][c:33]4[cH:34][c:35]([N:39]5[CH2:40][CH2:41][O:42][CH2:43][CH2:44]5)[cH:36][cH:37][cH:38]4)[cH:45][cH:46][c:47]3[CH3:48])[cH:49][cH:50][cH:51]2)[CH2:18][CH2:19]1)([CH3:12])([CH3:13])[CH3:14].[CH2:52]([Cl:53])[Cl:54].[OH:1][C:2]([C:3]([F:4])([F:5])[F:6])=[O:7]>>[NH:15]1[CH2:16][CH:17]([O:20][c:21]2[cH:22][c:23]([C:24](=[O:25])[NH:26][c:27]3[cH:28][c:29]([C:30](=[O:31])[NH:32][c:33]4[cH:34][c:35]([N:39]5[CH2:40][CH2:41][O:42][CH2:43][CH2:44]5)[cH:36][cH:37][cH:38]4)[cH:45][cH:46][c:47]3[CH3:48])[cH:49][cH:50][cH:51]2)[CH2:18][CH2:19]1. The reactants are COC(=O)C1(CC=2C=CC=C3C=CC=C(C1)C23)NC(C2=C(C(=CC=C2)C)O)=O (2-(2-Hydroxy-3-methyl-benzoylamino)-2,3-dihydro-1H-phenalene-2-carboxylic acid methyl ester), C(=O)([O-])[O-].[Cs+].[Cs+] (Cs2CO3), BrC(C)C (2-bromo-propane). Solvent: CN(C)C=O (DMF). Conditions: time 8 hour. Product: COC(=O)C1(CC=2C=CC=C3C=CC=C(C1)C23)NC(C2=C(C(=CC=C2)C)OC(C)C)=O (2-(2-Isopropoxy-3-methyl-benzoylamino)-2,3-dihydro-1H-phenalene-2-carboxylic acid methyl ester). Isolated yield 72.9%. As a reaction SMILES: [CH3:1][O:2][C:3]([C:5]1([NH:18][C:19](=[O:28])[C:20]2[CH:25]=[CH:24][CH:23]=[C:22]([CH3:26])[C:21]=2[OH:27])[CH2:16][C:15]2[C:17]3[C:11]([CH:12]=[CH:13][CH:14]=2)=[CH:10][CH:9]=[CH:8][C:7]=3[CH2:6]1)=[O:4].C([O-])([O-])=O.[Cs+].[Cs+].Br[CH:36]([CH3:38])[CH3:37]>CN(C=O)C>[CH3:1][O:2][C:3]([C:5]1([NH:18][C:19](=[O:28])[C:20]2[CH:25]=[CH:24][CH:23]=[C:22]([CH3:26])[C:21]=2[O:27][CH:36]([CH3:38])[CH3:37])[CH2:6][C:7]2[C:17]3[C:11]([CH:10]=[CH:9][CH:8]=2)=[CH:12][CH:13]=[CH:14][C:15]=3[CH2:16]1)=[O:4] |f:1.2.3|. Reported procedure: To a suspension of 2-(2-hydroxy-3-methyl-benzoylamino)-2,3-dihydro-1H-phenalene-2-carboxylic acid methyl ester (22) (175 mg, 0.47 mmol), anhydrous Cs2CO3 (306 mg, 0.94 mmol), and KI (16 mg, 0.09 mmol) in DMF (8 mL) is added 2-bromo-propane (220 μL, 2.35 mmol). The resulting reaction suspension is stirred at RT overnight. After the removal of DMF in vacuo, the residue is dissolved in EtOAc (20 mL) and washed with water (1×5 mL) and brine (2×5 mL). The organic layer is dried over anhydrous Na2SO4 ...